Task: describe an organic reaction: reactants, conditions, products, and yield. Dataset: the Open Reaction Database (ORD), a public repository of structured organic reaction records Reported procedure: To a suspension of 4-benzyloxy-2-hydroxymethyl-2,3-dihydro-benzofuran-6-carboxylic acid (1-methyl-1H-pyrazol-3-yl)-amide (222a) (1.05 g, 2.77 mmol) in CH2Cl2 (25 mL) was added Dess-Martin periodinane (1.41 g, 3.32 mmol) at 0° C. The mixture was stirred at room temperature for 2 h. The reaction was quenched with saturated aqueous NaHCO3, extracted with 3×EtOAc, dried over Na2SO4, concentrated, and purified by flash column chromatography eluting with 55-100% EtOAc in hexanes to give a yellow foam ... The reactants are CN1N=C(C=C1)NC(=O)C1=CC2=C(CC(O2)CO)C(=C1)OCC1=CC=CC=C1 (4-benzyloxy-2-hydroxymethyl-2,3-dihydro-benzofuran-6-carboxylic acid (1-methyl-1H-pyrazol-3-yl)-amide), CC(=O)OI1(C=2C=CC=CC2C(=O)O1)(OC(=O)C)OC(=O)C (Dess-Martin periodinane). Conditions: time 2 hour. Yields the product CN1N=C(C=C1)NC(=O)C1=CC2=C(CC(O2)C=O)C(=C1)OCC1=CC=CC=C1 (4-Benzyloxy-2-formyl-2,3-dihydro-benzofuran-6-carboxylic acid (1-methyl-1H-pyrazol-3-yl)-amide). The solvent is C(Cl)Cl (CH2Cl2). Reaction SMILES: [CH3:1][N:2]1[CH:6]=[CH:5][C:4]([NH:7][C:8]([C:10]2[CH:20]=[C:19]([O:21][CH2:22][C:23]3[CH:28]=[CH:27][CH:26]=[CH:25][CH:24]=3)[C:13]3[CH2:14][CH:15]([CH2:17][OH:18])[O:16][C:12]=3[CH:11]=2)=[O:9])=[N:3]1.CC(OI1(OC(C)=O)(OC(C)=O)OC(=O)C2C=CC=CC1=2)=O>C(Cl)Cl>[CH3:1][N:2]1[CH:6]=[CH:5][C:4]([NH:7][C:8]([C:10]2[CH:20]=[C:19]([O:21][CH2:22][C:23]3[CH:28]=[CH:27][CH:26]=[CH:25][CH:24]=3)[C:13]3[CH2:14][CH:15]([CH:17]=[O:18])[O:16][C:12]=3[CH:11]=2)=[O:9])=[N:3]1. Yield: 81.3%.